Dataset: the Open Reaction Database (ORD), a public repository of structured organic reaction records. Task: describe an organic reaction: reactants, conditions, products, and yield The product is ClC1=C(COC2=C(C=CC=C2)C(=C)N2C=NC=C2)C=CC(=C1)Cl (1-{1-[2-(2,4-dichlorobenzyloxy)phenyl]vinyl}-1H-imidazole). Isolated yield 93.9%. Reactants: N1(C=NC=C1)C(=C)C1=C(C=CC=C1)O (2-[1-(1H-imidazol-1-yl)vinyl]phenol), [OH-].[K+] (potassium hydroxide), ClC1=C(CCl)C=CC(=C1)Cl (2,4-dichlorobenzyl chloride), O (water). The solvent is CS(=O)C (DMSO), CS(=O)C (DMSO). RXN SMILES: [N:1]1([C:6]([C:8]2[CH:13]=[CH:12][CH:11]=[CH:10][C:9]=2[OH:14])=[CH2:7])[CH:5]=[CH:4][N:3]=[CH:2]1.[OH-].[K+].[Cl:17][C:18]1[CH:25]=[C:24]([Cl:26])[CH:23]=[CH:22][C:19]=1[CH2:20]Cl.O>CS(C)=O>[Cl:17][C:18]1[CH:25]=[C:24]([Cl:26])[CH:23]=[CH:22][C:19]=1[CH2:20][O:14][C:9]1[CH:10]=[CH:11][CH:12]=[CH:13][C:8]=1[C:6]([N:1]1[CH:5]=[CH:4][N:3]=[CH:2]1)=[CH2:7] |f:1.2|. Procedure: To a solution of 500 g (2.69 mol) of 2-[1-(1H-imidazol-1-yl)vinyl]phenol 4 in 3 L of DMSO was added 210 g (3.22 mol) of potassium hydroxide (pellet) with stirring and the mixture was stirred at room temperature for 1 hour. The solution was cooled to 12°-18° C. and there was dropwise added a solution of 577 g (2.95 mol) of 2,4-dichlorobenzyl chloride 9 in 100 ml of DMSO in 1 hour. The mixture was allowed to stand at the same temperature with stirring for 2 hours. To the reaction mixture was dropw... Reactants: NaBO3.4H2O, C(=C)C1(CCCC1)O[Si](CC)(CC)CC (1-Vinyl-1-triethylsilanyloxy-cyclopentane), O (water), B (borane). Solvent: C1CCOC1 (THF). Reaction conditions: time 1 hour. Yields the product C(C)[Si](OC1(CCCC1)CCO)(CC)CC (2-(1-Triethylsilanyloxy-cyclopentyl)-ethanol). Reaction SMILES: [CH:1]([C:3]1([O:8][Si:9]([CH2:14][CH3:15])([CH2:12][CH3:13])[CH2:10][CH3:11])[CH2:7][CH2:6][CH2:5][CH2:4]1)=[CH2:2].B.[OH2:17]>C1COCC1>[CH2:12]([Si:9]([CH2:10][CH3:11])([CH2:14][CH3:15])[O:8][C:3]1([CH2:1][CH2:2][OH:17])[CH2:7][CH2:6][CH2:5][CH2:4]1)[CH3:13]. Procedure details: 1-Vinyl-1-triethylsilanyloxy-cyclopentane (9.06 g; 40.0 mmole) was dissolved in dry THF (100 ml); at 0° C. borane (1M in THF; 40.0 ml; 40.0 mmole) was added dropwise and the reaction mixture was stirred for one hour at ambient temperature. At 0° C. water (50 ml)was added dropwise, followed by NaBO3.4H2O (7.69 g; 50.0 mmole) and the mixture was stirred for additional 16 hours at ambient temperature; after filtration the organic layer was removed and concentrated in vacuo; the aqu. layer was extra... The yield is 80.9%. Starting materials: OCC1=CC2=C(OCCN2C(=O)OC(C)(C)C)C=N1 (1,1-dimethylethyl 7-(hydroxymethyl)-2,3-dihydro-1H-pyrido[3,4-b][1,4]oxazine-1-carboxylate). Reaction SMILES: [OH:1][CH2:2][C:3]1[N:19]=[CH:18][C:6]2[O:7][CH2:8][CH2:9][N:10]([C:11]([O:13][C:14]([CH3:17])([CH3:16])[CH3:15])=[O:12])[C:5]=2[CH:4]=1>ClCCl.[O-2].[Mn+4].[O-2]>[CH:2]([C:3]1[N:19]=[CH:18][C:6]2[O:7][CH2:8][CH2:9][N:10]([C:11]([O:13][C:14]([CH3:15])([CH3:16])[CH3:17])=[O:12])[C:5]=2[CH:4]=1)=[O:1] |f:2.3.4|. Solvent: ClCCl (dichloromethane). Reported procedure: A solution of 1,1-dimethylethyl 7-(hydroxymethyl)-2,3-dihydro-1H-pyrido[3,4-b][1,4]oxazine-1-carboxylate (0.78 g, 2.9 mmol) in dichloromethane (100 ml) was treated with manganese(IV) oxide (2.02 g, 23.3 mmol) and stirred overnight. Filtration and evaporation afforded a white solid (0.62 g, 81%). Run at time 8 hour. Yields the product C(=O)C1=CC2=C(OCCN2C(=O)OC(C)(C)C)C=N1 (1,1-Dimethylethyl 7-formyl-2,3-dihydro-1H-pyrido[3,4-b][1,4]oxazine-1-carboxylate). The reagents and catalysts are [O-2].[Mn+4].[O-2] (manganese(IV) oxide). Starting materials: ClC1=C(C(=CC=C1)Cl)CS(=O)(=O)C=1C=C2/C(/C(NC2=CC1)=O)=C/C1=C(C(=C(N1)C)CC(=O)O)C ({5-[5-(2,6-Dichloro-phenylmethanesulfonyl)-2-oxo-1,2-dihydro-indol-(3Z)-ylidenemethyl]-2,4-dimethyl-1H-pyrrol-3-yl}-acetic acid), C=1C=CC2=C(C1)N=NN2O (HOBt), C(CCl)Cl (EDC), TEA, C1(CC1)NC[C@@H]1C[C@H](CN1)O ((3R,5S)-5-cyclopropylaminomethyl-pyrrolidin-3-ol). Solvent: CN(C)C=O (DMF), C(Cl)Cl (DCM). Run at time 1 day. The product is C1(CC1)NC[C@H]1N(C[C@@H](C1)O)C(CC=1C(=C(NC1C)\C=C\1/C(NC2=CC=C(C=C12)S(=O)(=O)CC1=C(C=CC=C1Cl)Cl)=O)C)=O (3-[1-{4-[2-((2S,4R)-2-Cyclopropylaminomethyl-4-hydroxy-pyrrolidin-1-yl)-2-oxo-ethyl]-3,5-dimethyl-1H-pyrrol-2-yl}-meth-(Z)-ylidene]-5-(2,6-dichloro-phenylmethanesulfonyl)-1,3-dihydro-indol-2-one). Isolated yield 17.2%. Reaction SMILES: [Cl:1][C:2]1[CH:7]=[CH:6][CH:5]=[C:4]([Cl:8])[C:3]=1[CH2:9][S:10]([C:13]1[CH:14]=[C:15]2[C:19](=[CH:20][CH:21]=1)[NH:18][C:17](=[O:22])/[C:16]/2=[CH:23]\[C:24]1[NH:28][C:27]([CH3:29])=[C:26]([CH2:30][C:31](O)=[O:32])[C:25]=1[CH3:34])(=[O:12])=[O:11].C1C=CC2N(O)N=NC=2C=1.C(Cl)CCl.[CH:49]1([NH:52][CH2:53][C@H:54]2[NH:58][CH2:57][C@H:56]([OH:59])[CH2:55]2)[CH2:51][CH2:50]1>CN(C=O)C.C(Cl)Cl>[CH:49]1([NH:52][CH2:53][C@@H:54]2[CH2:55][C@@H:56]([OH:59])[CH2:57][N:58]2[C:31](=[O:32])[CH2:30][C:26]2[C:25]([CH3:34])=[C:24](/[CH:23]=[C:16]3\[C:17](=[O:22])[NH:18][C:19]4[C:15]\3=[CH:14][C:13]([S:10]([CH2:9][C:3]3[C:4]([Cl:8])=[CH:5][CH:6]=[CH:7][C:2]=3[Cl:1])(=[O:12])=[O:11])=[CH:21][CH:20]=4)[NH:28][C:27]=2[CH3:29])[CH2:51][CH2:50]1. Procedure details: To a mixture of {5-[5-(2,6-Dichloro-phenylmethanesulfonyl)-2-oxo-1,2-dihydro-indol-(3Z)-ylidenemethyl]-2,4-dimethyl-1H-pyrrol-3-yl}-acetic acid (238 mg, 0.46 mmol), HOBt (69 mg, 1.2 eq.) and EDC (105 mg, 1.2 eq.) in DMF (8 mL) was added TEA (69 mg, 2.5 eq.) and (3R,5S)-5-cyclopropylaminomethyl-pyrrolidin-3-ol (312 mg, 4 eq.). After stirring at rt for 1 day, the reaction was diluted with DCM (200 mL), washed with ammonium chloride solution, sodium bicarbonate and brine, dried and concentrated. Th... The reactants are C1CCNCC1, CC(=O)O, O=Cc1ccccc1, COc1ccc(C(=O)CC(=O)OC(C)(C)C)c(O)c1, c1ccccc1. Product: COc1ccc(C(=O)C(=Cc2ccccc2)C(=O)OC(C)(C)C)c(O)c1. As a reaction SMILES: [CH2:28]1[CH2:29][CH2:30][NH:31][CH2:32][CH2:33]1.[CH3:34][C:35](=[O:36])[OH:37].[CH:20](=[O:21])[c:22]1[cH:23][cH:24][cH:25][cH:26][cH:27]1.[OH:1][c:2]1[c:3]([C:10]([CH2:11][C:12](=[O:13])[O:14][C:15]([CH3:16])([CH3:17])[CH3:18])=[O:19])[cH:4][cH:5][c:6]([O:8][CH3:9])[cH:7]1.[cH:38]1[cH:39][cH:40][cH:41][cH:42][cH:43]1>>[OH:1][c:2]1[c:3]([C:10]([C:11]([C:12](=[O:13])[O:14][C:15]([CH3:16])([CH3:17])[CH3:18])=[CH:20][c:22]2[cH:23][cH:24][cH:25][cH:26][cH:27]2)=[O:19])[cH:4][cH:5][c:6]([O:8][CH3:9])[cH:7]1. The reactants are O=C([O-])[O-], CC(C)c1cc(C#N)cc2nc(-c3ccc(C(=O)NCC4CCNCCO4)cc3)oc12, CO, FC(F)(F)c1ccnc(Cl)n1, [K+], [K+]. Product: CC(C)c1cc(C#N)cc2nc(-c3ccc(C(=O)NCC4CCN(c5nccc(C(F)(F)F)n5)CCO4)cc3)oc12. As a reaction SMILES: [C:1](=[O:2])([O-:3])[O-:4].[C:7](#[N:8])[c:9]1[cH:10][c:11]([CH:35]([CH3:36])[CH3:37])[c:12]2[c:13]([n:14][c:15](-[c:17]3[cH:18][cH:19][c:20]([C:21](=[O:22])[NH:23][CH2:24][CH:25]4[CH2:26][CH2:27][NH:28][CH2:29][CH2:30][O:31]4)[cH:32][cH:33]3)[o:16]2)[cH:34]1.[CH3:49][OH:50].[Cl:38][c:39]1[n:40][cH:41][cH:42][c:43]([C:45]([F:46])([F:47])[F:48])[n:44]1.[K+:5].[K+:6]>>[C:7](#[N:8])[c:9]1[cH:10][c:11]([CH:35]([CH3:36])[CH3:37])[c:12]2[c:13]([n:14][c:15](-[c:17]3[cH:18][cH:19][c:20]([C:21](=[O:22])[NH:23][CH2:24][CH:25]4[CH2:26][CH2:27][N:28]([c:39]5[n:40][cH:41][cH:42][c:43]([C:45]([F:46])([F:47])[F:48])[n:44]5)[CH2:29][CH2:30][O:31]4)[cH:32][cH:33]3)[o:16]2)[cH:34]1.